The task is: describe an organic reaction: reactants, conditions, products, and yield. This data is from the Open Reaction Database (ORD), a public repository of structured organic reaction records. Starting materials: [Ag+2], O=C([O-])[O-], C#CCCl, CS(C)=O, O, Oc1ccncc1. Yields the product CC#COc1ccncc1. RXN SMILES: [Ag+2:21].[C:17](=[O:18])([O-:19])[O-:20].[CH2:12]([C:13]#[CH:14])[Cl:15].[CH3:8][S:9](=[O:10])[CH3:11].[OH2:16].[OH:1][c:2]1[cH:3][cH:4][n:5][cH:6][cH:7]1>>[O:1]([c:2]1[cH:3][cH:4][n:5][cH:6][cH:7]1)[C:12]#[C:13][CH3:14]. Starting materials: C[S-].[Na+] (sodium thiomethoxide), ClC=1C(=C(C(=CC1)Cl)C1=NOCC1)C (3-(3,6-dichloro-2-methylphenyl)-4,5-dihydroisoxazole), O (water). Run in CN1CCCC1=O (NMP). Reaction conditions: time 8 hour. The product is ClC=1C(=C(C(=CC1)SC)C1=NOCC1)C (3-(3-chloro-2-methyl-6-methylthiophenyl)-4,5-dihydroisoxazole). Reaction SMILES: [Cl:1][C:2]1[C:3]([CH3:14])=[C:4]([C:9]2[CH2:13][CH2:12][O:11][N:10]=2)[C:5](Cl)=[CH:6][CH:7]=1.[CH3:15][S-:16].[Na+].O>CN1C(=O)CCC1>[Cl:1][C:2]1[C:3]([CH3:14])=[C:4]([C:9]2[CH2:13][CH2:12][O:11][N:10]=2)[C:5]([S:16][CH3:15])=[CH:6][CH:7]=1 |f:1.2|. Reported procedure: 20 g (0.083 mol) of 3-(3,6-dichloro-2-methylphenyl)-4,5-dihydroisoxazole are dissolved in 120 ml of NMP. At 0° C., 6.7 g (0.09 mol) of sodium thiomethoxide are added over a period of 40 min, and the mixture is then stirred overnight. The reaction mixture is stirred into 360 ml of water and extracted four times with 70 ml of toluene, the combined organic phases are washed once with 70 ml of water and the organic phase is concentrated. The residue (an isomer mixture) is distilled at 150-170° C. un... Starting materials: [Na].[Na].OC1=CC=C(C=C1)C(C)(C)C1=CC=C(C=C1)O (Bisphenol A disodium salt), [Na].[Na].C1(=CC=C(C=C1)C1=CC=C(C=C1)O)O (4,4′-biphenol disodium salt), polyetherimide, ClC=1C(=C2C(C(=O)NC2=O)=CC1)Cl (bischlorophthalimide), 4ClPA. Solvent: C1=CC(=C(C=C1)Cl)Cl (o-DCB), C1=CC(=C(C=C1)Cl)Cl (o-DCB). Product: CC(C)(C=1C=CC(=CC1)O)C=2C=CC(=CC2)O (BPA). Reaction SMILES: [Na].[Na].[OH:3][C:4]1[CH:9]=[CH:8][C:7]([C:10]([C:13]2[CH:18]=[CH:17][C:16]([OH:19])=[CH:15][CH:14]=2)([CH3:12])[CH3:11])=[CH:6][CH:5]=1.[Na].[Na].C1(O)C=CC(C2C=CC(O)=CC=2)=CC=1.ClC1C(Cl)=C2C(=O)NC(=O)C2=CC=1>C1C=CC(Cl)=C(Cl)C=1>[CH3:12][C:10]([C:7]1[CH:6]=[CH:5][C:4]([OH:3])=[CH:9][CH:8]=1)([C:13]1[CH:18]=[CH:17][C:16]([OH:19])=[CH:15][CH:14]=1)[CH3:11] |f:0.1.2,3.4.5,^1:0,1,19,20|. Procedure details: Bisphenol A disodium salt (4.6981 g, 17.2562 mmol), 4,4′-biphenol disodium salt (2.6479 g, 11.5042 mmol), and o-DCB (60 mL) were combined in a reaction vessel equipped with a mechanical stirrer, short path distillation head, receiver, and inert gas inlet and exit. o-DCB was distilled from the mixture until the distillate contained less than 10 ppm of water. Approximately 20 to 30 mL of o-DCB was removed in this drying step. Then, 15.3885 g (29.0716 mmol) of the bischlorophthalimide prepared from...